Dataset: the Open Reaction Database (ORD), a public repository of structured organic reaction records. Task: describe an organic reaction: reactants, conditions, products, and yield Reactants: CCN(CC)CCCNc1nn(CCCN(CC)CC)c2ccccc12, Cl, [Fe], N, O, O=S(=O)(O)O, c1ccccc1. Product: CCN(CC)CCCNc1nn(CCCN(CC)CC)c2ccc(N)cc12. RXN SMILES: [CH2:1]([CH3:2])[N:3]([CH2:4][CH2:5][CH2:6][n:7]1[n:8][c:9]([NH:16][CH2:17][CH2:18][CH2:19][N:20]([CH2:21][CH3:22])[CH2:23][CH3:24])[c:10]2[cH:11][cH:12][cH:13][cH:14][c:15]12)[CH2:25][CH3:26].[ClH:29].[Fe:41].[NH3:28].[OH2:27].[S:30](=[O:31])(=[O:32])([OH:33])[OH:34].[cH:35]1[cH:36][cH:37][cH:38][cH:39][cH:40]1>>[CH2:1]([CH3:2])[N:3]([CH2:4][CH2:5][CH2:6][n:7]1[n:8][c:9]([NH:16][CH2:17][CH2:18][CH2:19][N:20]([CH2:21][CH3:22])[CH2:23][CH3:24])[c:10]2[cH:11][c:12]([NH2:28])[cH:13][cH:14][c:15]12)[CH2:25][CH3:26]. Reactants: CCc1cc(C(=O)O)c(C(=O)O)cc1CC, CC(=O)OC(C)=O. Product: CCc1cc2c(cc1CC)C(=O)OC2=O. Reaction SMILES: [CH2:1]([CH3:2])[c:3]1[cH:4][c:5]([C:14](=[O:15])[OH:16])[c:6]([C:7](=[O:8])[OH:9])[cH:10][c:11]1[CH2:12][CH3:13].[CH3:17][C:18]([O:19][C:20](=[O:21])[CH3:22])=[O:23]>>[CH2:1]([CH3:2])[c:3]1[cH:4][c:5]2[c:6]([cH:10][c:11]1[CH2:12][CH3:13])[C:7](=[O:9])[O:16][C:14]2=[O:15].